Dataset: the Open Reaction Database (ORD), a public repository of structured organic reaction records. Task: describe an organic reaction: reactants, conditions, products, and yield The reactants are ( a ), OC1CCN(CC1)CCCOC1=C(C=CC=C1)[N+](=O)[O-] (4-hydroxy-1-[3-(2-nitrophenoxy)propyl]piperidine), C1(=CC=CC=C1)C(C1=CC=CC=C1)Br (diphenylmethyl bromide), OC1CCN(CC1)CCCOC1=C(C=CC(=C1)C)[N+](=O)[O-] (4-hydroxy-1-[3-(5-methyl-2-nitrophenoxy)propyl]piperidine). The product is C1(=CC=CC=C1)C(OC1CCN(CC1)CCCOC1=C(C=CC(=C1)C)[N+](=O)[O-])C1=CC=CC=C1 (4-diphenylmethoxy-1-[3-(5-methyl-2-nitrophenoxy)propyl]piperidine). Reaction SMILES: [C:1]1([CH:7](Br)[C:8]2[CH:13]=[CH:12][CH:11]=[CH:10][CH:9]=2)[CH:6]=[CH:5][CH:4]=[CH:3][CH:2]=1.[OH:15][CH:16]1[CH2:21][CH2:20][N:19]([CH2:22][CH2:23][CH2:24][O:25][C:26]2[CH:31]=[C:30]([CH3:32])[CH:29]=[CH:28][C:27]=2[N+:33]([O-:35])=[O:34])[CH2:18][CH2:17]1.OC1CCN(CCCOC2C=CC=CC=2[N+]([O-])=O)CC1>>[C:1]1([CH:7]([C:8]2[CH:13]=[CH:12][CH:11]=[CH:10][CH:9]=2)[O:15][CH:16]2[CH2:17][CH2:18][N:19]([CH2:22][CH2:23][CH2:24][O:25][C:26]3[CH:31]=[C:30]([CH3:32])[CH:29]=[CH:28][C:27]=3[N+:33]([O-:35])=[O:34])[CH2:20][CH2:21]2)[CH:6]=[CH:5][CH:4]=[CH:3][CH:2]=1. Procedure details: The procedure of Example 1 (a) was repeated except for using diphenylmethyl bromide and 4-hydroxy-1-[3-(5-methyl-2-nitrophenoxy)propyl]piperidine instead of diphenylmethyl bromide and 4-hydroxy-1-[3-(2-nitrophenoxy)propyl]piperidine to give oily 4-diphenylmethoxy-1-[3-(5-methyl-2-nitrophenoxy)propyl]piperidine.